From a dataset of the Open Reaction Database (ORD), a public repository of structured organic reaction records. describe an organic reaction: reactants, conditions, products, and yield The reactants are O=C([O-])[O-], CN(C)C=O, Cc1oc(-c2ccccc2)nc1CCl, [K+], [K+], O, COC(=O)c1ccc(O)cc1. Product: COC(=O)c1ccc(OCc2nc(-c3ccccc3)oc2C)cc1. Reaction SMILES: [C:12](=[O:13])([O-:14])[O-:15].[CH3:18][N:19]([CH3:20])[CH:21]=[O:22].[Cl:23][CH2:24][c:25]1[n:26][c:27](-[c:31]2[cH:32][cH:33][cH:34][cH:35][cH:36]2)[o:28][c:29]1[CH3:30].[K+:16].[K+:17].[OH2:37].[OH:1][c:2]1[cH:3][cH:4][c:5]([C:6](=[O:7])[O:8][CH3:9])[cH:10][cH:11]1>>[O:1]([c:2]1[cH:3][cH:4][c:5]([C:6](=[O:7])[O:8][CH3:9])[cH:10][cH:11]1)[CH2:24][c:25]1[n:26][c:27](-[c:31]2[cH:32][cH:33][cH:34][cH:35][cH:36]2)[o:28][c:29]1[CH3:30]. The reactants are COC(=O)c1ccc(C#N)cc1C, O=[N+]([O-])O, O=S(=O)(O)O. As a reaction SMILES: [C:1](#[N:2])[c:3]1[cH:4][c:5]([CH3:13])[c:6]([C:7](=[O:8])[O:9][CH3:10])[cH:11][cH:12]1.[OH:14][N+:15]([O-:16])=[O:17].[S:18](=[O:19])(=[O:20])([OH:21])[OH:22]>>[C:1](#[N:2])[c:3]1[cH:4][c:5]([CH3:13])[c:6]([C:7](=[O:8])[O:9][CH3:10])[cH:11][c:12]1[N+:15](=[O:14])[O-:16]. Product: COC(=O)c1cc([N+](=O)[O-])c(C#N)cc1C. Reaction SMILES: [Cl:28][CH2:29][Cl:30].[O:8]=[C:9]1[N:10]([CH:15]2[CH2:16][CH2:17][N:18]([C:21]([O:22][C:23]([CH3:24])([CH3:25])[CH3:26])=[O:27])[CH2:19][CH2:20]2)[CH2:11][C:12](=[O:14])[NH:13]1.[OH:1][C:2]([C:3]([F:4])([F:5])[F:6])=[O:7]>>[O:8]=[C:9]1[N:10]([CH:15]2[CH2:16][CH2:17][NH:18][CH2:19][CH2:20]2)[CH2:11][C:12](=[O:14])[NH:13]1. Reactants: ClCCl, CC(C)(C)OC(=O)N1CCC(N2CC(=O)NC2=O)CC1, O=C(O)C(F)(F)F. Yields the product O=C1CN(C2CCNCC2)C(=O)N1. Starting materials: ClC1=CC=C(C=C1)C(CO)=O (4′-chloro-2-hydroxyacetophenone), [O-]C#N.[K+] (potassium cyanate), C(C)(C)O (isopropanol), C(C)(=O)O (acetic acid). Run in O (water). Run at temperature 50 celsius, time 5 hour. Product: C(C)(C)OC(C)C (isopropyl ether), ClC1=CC=C(C=C1)C=1NC(OC1)=O (4-(4-chlorophenyl)-2-oxo-4-oxazoline). Isolated yield 85.1%. Reaction SMILES: [Cl:1][C:2]1[CH:7]=[CH:6][C:5]([C:8](=[O:11])[CH2:9][OH:10])=[CH:4][CH:3]=1.[O-:12][C:13]#[N:14].[K+].[CH:16](O)([CH3:18])[CH3:17].C(O)(=O)C>O>[CH:16]([O:11][CH:8]([CH3:5])[CH3:9])([CH3:18])[CH3:17].[Cl:1][C:2]1[CH:7]=[CH:6][C:5]([C:8]2[NH:14][C:13](=[O:12])[O:10][CH:9]=2)=[CH:4][CH:3]=1 |f:1.2|. Procedure: To a mixture of 4′-chloro-2-hydroxyacetophenone (3.41 g), potassium cyanate (3.25 g) and isopropanol (15 mL) was added dropwise acetic acid (2.88 g) at 50° C. The obtained mixture was stirred at 50° C. for 5 h and water (34 mL) was added. The precipitated crystals were collected by filtration, and washed with water and then with isopropyl ether to give 4-(4-chlorophenyl)-2-oxo-4-oxazoline (3.33 g; yield 85.1%). The reactants are [BH4-].[Na+] (Sodium borohydride), ClC=1C=CC2=C(C=CC3=C(N=C(S3)C)C2=O)C1 (7-Chloro-2-methyl-4H-benzo[5,6]cyclohepta[1,2-d]thiazole-4-one). Run in CO (methanol), ClCCl (dichloromethane). Yields the product ClC=1C=CC2=C(C=CC3=C(N=C(S3)C)C2O)C1 ((±)-7-Chloro-2-methyl-4H-benzo[5,6]cyclohepta[1,2-d]thiazol-4-ol). Reaction SMILES: [BH4-].[Na+].[Cl:3][C:4]1[CH:5]=[CH:6][C:7]2[C:17](=[O:18])[C:12]3[N:13]=[C:14]([CH3:16])[S:15][C:11]=3[CH:10]=[CH:9][C:8]=2[CH:19]=1>CO.ClCCl>[Cl:3][C:4]1[CH:5]=[CH:6][C:7]2[CH:17]([OH:18])[C:12]3[N:13]=[C:14]([CH3:16])[S:15][C:11]=3[CH:10]=[CH:9][C:8]=2[CH:19]=1 |f:0.1|. Reported procedure: Sodium borohydride (0.3 g) was added portionwaise to a suspension of the product from step (ii) (1 g) in a mixture of methanol (40 ml) and dichloromethane (30 ml) at room temperature. After 1 hour the reaction mixture was partitioned between dichloromethane and brine. The organic phase was collected, dried (MgSO4) and evaporated under reduced pressure to leave a beige foam. Yield: 1 g. Used directly in the next step. The reactants are S1C(=CC=C1)C(=O)N (thiophene-2-carboxamide), CC(C)(C)C=O (pivaldehyde), N1N=NC2=C1C=CC=C2 (benzotriazole), C1(=CC=C(C=C1)S(=O)(=O)O)C (p-toluenesulfonic acid). Yields the product N1(N=NC2=C1C=CC=C2)C(C(C)(C)C)NC(=O)C=2SC=CC2 (N-(1-(1H-1,2,3-Benzotriazol-1-yl)-2,2-dimethylpropyl)thiophene-2-carboxamide). RXN SMILES: [S:1]1[CH:5]=[CH:4][CH:3]=[C:2]1[C:6]([NH2:8])=[O:7].[CH3:9][C:10]([CH:13]=O)([CH3:12])[CH3:11].[NH:15]1[C:19]2[CH:20]=[CH:21][CH:22]=[CH:23][C:18]=2[N:17]=[N:16]1.C1(C)C=CC(S(O)(=O)=O)=CC=1>>[N:15]1([CH:13]([NH:8][C:6]([C:2]2[S:1][CH:5]=[CH:4][CH:3]=2)=[O:7])[C:10]([CH3:11])([CH3:12])[CH3:9])[C:19]2[CH:20]=[CH:21][CH:22]=[CH:23][C:18]=2[N:17]=[N:16]1. Procedure details: A suspension of thiophene-2-carboxamide, pivaldehyde, benzotriazole, and p-toluenesulfonic acid was processed as in Example 1C to provide the title compound. Reactants: O[C@H]1C[C@H]2CC[C@H]3[C@@H]4CC[C@@H]([C@@]4(C)[C@H](C[C@@H]3[C@]2(CC1)C)O)C(CC=C(C1=CC=CC=C1)C1=CC=CC=C1)C (3α, 12α-dihydroxy-17β-[(1,1-diphenyl)-1-penten-4-yl]-5β-androstane), N1C=NC=C1 (imidazole), C(C)(C)(C)[Si](C1=CC=CC=C1)(C1=CC=CC=C1)Cl (tert-butylchlorodiphenylsilane). The reagents and catalysts are CN(C1=CC=NC=C1)C (4-dimethylaminopyridine). The solvent is CN(C=O)C (dimethylformamide), CCOCC.CCCCCC (ether hexane). Conditions: time 3.5 hour. Product: [Si](C1=CC=CC=C1)(C1=CC=CC=C1)(C(C)(C)C)O[C@H]1C[C@H]2CC[C@H]3[C@@H]4CC[C@@H]([C@@]4(C)[C@H](C[C@@H]3[C@]2(CC1)C)O)C(CC=C(C1=CC=CC=C1)C1=CC=CC=C1)C (3α-tert-butyldiphenylsilyloxy-17β-[(1,1-diphenyl)-1-penten-4-yl]-12α-hydroxy-5β-androstane). Reaction SMILES: [OH:1][C@@H:2]1[CH2:19][CH2:18][C@@:17]2([CH3:20])[C@H:4]([CH2:5][CH2:6][C@@H:7]3[C@@H:16]2[CH2:15][C@H:14]([OH:21])[C@@:12]2([CH3:13])[C@H:8]3[CH2:9][CH2:10][C@@H:11]2[CH:22]([CH3:38])[CH2:23][CH:24]=[C:25]([C:32]2[CH:37]=[CH:36][CH:35]=[CH:34][CH:33]=2)[C:26]2[CH:31]=[CH:30][CH:29]=[CH:28][CH:27]=2)[CH2:3]1.N1C=CN=C1.[C:44]([Si:48](Cl)([C:55]1[CH:60]=[CH:59][CH:58]=[CH:57][CH:56]=1)[C:49]1[CH:54]=[CH:53][CH:52]=[CH:51][CH:50]=1)([CH3:47])([CH3:46])[CH3:45]>CN(C)C1C=CN=CC=1.CN(C)C=O.CCOCC.CCCCCC>[Si:48]([O:1][C@@H:2]1[CH2:19][CH2:18][C@@:17]2([CH3:20])[C@H:4]([CH2:5][CH2:6][C@@H:7]3[C@@H:16]2[CH2:15][C@H:14]([OH:21])[C@@:12]2([CH3:13])[C@H:8]3[CH2:9][CH2:10][C@@H:11]2[CH:22]([CH3:38])[CH2:23][CH:24]=[C:25]([C:32]2[CH:33]=[CH:34][CH:35]=[CH:36][CH:37]=2)[C:26]2[CH:31]=[CH:30][CH:29]=[CH:28][CH:27]=2)[CH2:3]1)([C:44]([CH3:47])([CH3:46])[CH3:45])([C:55]1[CH:56]=[CH:57][CH:58]=[CH:59][CH:60]=1)[C:49]1[CH:54]=[CH:53][CH:52]=[CH:51][CH:50]=1 |f:5.6|. Procedure: To a mixture of 3α, 12α-dihydroxy-17β-[(1,1-diphenyl)-1-penten-4-yl]-5β-androstane (10.2 g), imidazole (1.64 g) and 4-dimethylaminopyridine (0.256 g) in dimethylformamide (30 ml) is added tert-butylchlorodiphenylsilane (6.04 g) and the mixture stirred for about 3.5 hours and diluted with ether/hexane (1:1). The solution is washed with saturated sodium bicarbonate, dried over magnesium sulfate, filtered and concentrated in vacuo. The crude product is purified by flash chromatography in 50% ether ... Reactants: IC (Iodomethane), CC(C)(C)C=1C=C(C=C(C1O)C(C)(C)C)C=C1C(NC(N1)=S)=O (5-[[3,5-bis(1,1-dimethylethyl)-4-hydroxyphenyl]methylene]-2-thioxo-4-imidazolidinone), C(C)(C)N(CC)C(C)C (diisopropylethylamine), resultant solution, O (water). The solvent is C(C)O (ethanol). The product is CC(C)(C)C=1C=C(C=C(C1O)C(C)(C)C)C=C1C(N=C(N1)SC)=O (5-[[3,5-bis(1,1-dimethylethyl)-4-hydroxyphenyl]methylene]-1,5-dihydro-2-(methylthio)-4H-imidazol-4-one). The yield is 100.1%. As a reaction SMILES: IC.[CH3:3][C:4]([C:7]1[CH:8]=[C:9]([CH:18]=[C:19]2[NH:23][C:22](=[S:24])[NH:21][C:20]2=[O:25])[CH:10]=[C:11]([C:14]([CH3:17])([CH3:16])[CH3:15])[C:12]=1[OH:13])([CH3:6])[CH3:5].[CH:26](N(C(C)C)CC)(C)C.O>C(O)C>[CH3:17][C:14]([C:11]1[CH:10]=[C:9]([CH:18]=[C:19]2[NH:23][C:22]([S:24][CH3:26])=[N:21][C:20]2=[O:25])[CH:8]=[C:7]([C:4]([CH3:3])([CH3:5])[CH3:6])[C:12]=1[OH:13])([CH3:15])[CH3:16]. Procedure details: Iodomethane (0.5 mL, 8 mmols) is added to a stirred suspension of 5-[[3,5-bis(1,1-dimethylethyl)-4-hydroxyphenyl]methylene]-2-thioxo-4-imidazolidinone (2.5 g, 7.5 mmols) and diisopropylethylamine (1.35 mL, 7.7 mmols) in ethanol (25 mL), and the mixture is stirred under an inert atmosphere at room temperature. After 5 hours the resultant solution is stirred into water (150 ml). After a hour the precipitate is filtered off, rinsed three times with water and dried to afford the 5-[[3,5-bis(1,1-dime... Reactants: Cn1cncc1C(=O)O, COc1ccc(C2COCCOC2)c2sc(N)nc12. Product: COc1ccc(C2COCCOC2)c2sc(NC(=O)c3cncn3C)nc12. RXN SMILES: [CH3:20][n:21]1[cH:22][n:23][cH:24][c:25]1[C:26](=[O:27])[OH:28].[O:1]1[CH2:2][CH2:3][O:4][CH2:5][CH:6]([c:8]2[cH:9][cH:10][c:11]([O:18][CH3:19])[c:12]3[n:13][c:14]([NH2:17])[s:15][c:16]23)[CH2:7]1>>[O:1]1[CH2:2][CH2:3][O:4][CH2:5][CH:6]([c:8]2[cH:9][cH:10][c:11]([O:18][CH3:19])[c:12]3[n:13][c:14]([NH:17][C:26]([c:25]4[n:21]([CH3:20])[cH:22][n:23][cH:24]4)=[O:27])[s:15][c:16]23)[CH2:7]1. Starting materials: COC1=C(C2=C(C(CO2)=O)C=C1)CCC1CCN(CC1)C(=O)OC(C)(C)C (tert-butyl 4-[2-(6-methoxy-3-oxo-2,3-dihydrobenzofuran-7-yl)ethyl]piperidine-1-carboxylate), N1N=C(C2=CC=CC=C12)C=O (1H-indazole-3-carboxaldehyde). The reagents and catalysts are N1CCCCC1 (piperidine). The solvent is CO (methanol). Run at temperature 60 celsius, time 2 hour. Yields the product N1N=C(C2=CC=CC=C12)\C=C\1/OC2=C(C1=O)C=CC(=C2CCC2CCN(CC2)C(=O)OC(C)(C)C)OC (tert-butyl (Z)-4-(2-{2-[(1H-indazol-3-yl)methylene]-6-methoxy-3-oxo-2,3-dihydrobenzofuran-7-yl}ethyl)piperidine-1-carboxylate). The yield is 72.3%. As a reaction SMILES: [CH3:1][O:2][C:3]1[CH:12]=[CH:11][C:6]2[C:7](=[O:10])[CH2:8][O:9][C:5]=2[C:4]=1[CH2:13][CH2:14][CH:15]1[CH2:20][CH2:19][N:18]([C:21]([O:23][C:24]([CH3:27])([CH3:26])[CH3:25])=[O:22])[CH2:17][CH2:16]1.[NH:28]1[C:36]2[C:31](=[CH:32][CH:33]=[CH:34][CH:35]=2)[C:30]([CH:37]=O)=[N:29]1>CO.N1CCCCC1>[NH:28]1[C:36]2[C:31](=[CH:32][CH:33]=[CH:34][CH:35]=2)[C:30](/[CH:37]=[C:8]2\[O:9][C:5]3[C:4]([CH2:13][CH2:14][CH:15]4[CH2:20][CH2:19][N:18]([C:21]([O:23][C:24]([CH3:27])([CH3:26])[CH3:25])=[O:22])[CH2:17][CH2:16]4)=[C:3]([O:2][CH3:1])[CH:12]=[CH:11][C:6]=3[C:7]\2=[O:10])=[N:29]1. Procedure details: A solution of tert-butyl 4-[2-(6-methoxy-3-oxo-2,3-dihydrobenzofuran-7-yl)ethyl]piperidine-1-carboxylate (0.0542 g, 0.144 mmol) in methanol (3 mL) was added with 1H-indazole-3-carboxaldehyde (0.0211 g, 0.144 mmol) and piperidine (5 drops), and the mixture was stirred at 60° C. for 2 hours. The reaction mixture was concentrated, and the resulting residue was purified by silica gel column chromatography (chloroform/methanol) to obtain tert-butyl (Z)-4-(2-{2-[(1H-indazol-3-yl)methylene]-6-methoxy-3...